Dataset: the Open Reaction Database (ORD), a public repository of structured organic reaction records. Task: describe an organic reaction: reactants, conditions, products, and yield The reactants are FC(C(=O)O)(F)F.N1=C(C=CC=C1)NCCCCOC=1C=C(C=CC1)S(=O)(=O)N[C@@H](CC(=O)O)C#C ((3S)-3-[({3-[4-(Pyridin-2-ylamino)butoxy]phenyl]sulfonyl]amino]pent-4-ynoic Acid Trifluoroacetate), Cl.COC([C@@H](N)CC(=O)OC)=O (L-aspartic acid dimethyl ester hydrochloride). The product is N1=C(C=CC=C1)NCCCCOC=1C=C(C=CC1)S(=O)(=O)N[C@@H](CC(=O)O)C(=O)O (N-({3-[4-(Pyridin-2-ylamino)butoxy]-phenyl}sulfonyl)-L-aspartic Acid). Reaction SMILES: FC(F)(F)C(O)=O.[N:8]1[CH:13]=[CH:12][CH:11]=[CH:10][C:9]=1[NH:14][CH2:15][CH2:16][CH2:17][CH2:18][O:19][C:20]1[CH:21]=[C:22]([S:26](N[C@H](C#C)CC(O)=O)(=[O:28])=[O:27])[CH:23]=[CH:24][CH:25]=1.Cl.C[O:39][C:40](=[O:48])[C@H:41]([CH2:43][C:44]([O:46]C)=[O:45])[NH2:42]>>[N:8]1[CH:13]=[CH:12][CH:11]=[CH:10][C:9]=1[NH:14][CH2:15][CH2:16][CH2:17][CH2:18][O:19][C:20]1[CH:21]=[C:22]([S:26]([NH:42][C@H:41]([C:40]([OH:39])=[O:48])[CH2:43][C:44]([OH:46])=[O:45])(=[O:28])=[O:27])[CH:23]=[CH:24][CH:25]=1 |f:0.1,2.3|. Procedure: The procedure for the preparation of the product of EXAMPLE 17 was repeated using L-aspartic acid dimethyl ester hydrochloride (Aldrich) in the place of ethyl (3S)-3-aminopent-4-ynoate hydrochloride to provide the title product. 1H (CD3OD): δ 7.88 (1H, t); 7.82 (1H, d); 7.42 (3H, m); 7.13 (1H, m); 7.05 (1H, d); 6.87 (1H, t); 4.20 (1H, t); 4.12 (2H, t); 3.44 (2H, t); 2.71 (2H, m); 1.93 (4H, m). The reactants are ice, C(C)(=O)Cl (acetyl chloride), FC1=CC=CC=C1 (fluorobenzene), B(F)(F)F (boron trifluoride). Reaction conditions: time 23 hour. The product is FC1=CC=C(C=C1)C(C)=O (p-fluoroacetophenone). Isolated yield 89.6%. As a reaction SMILES: [C:1](Cl)(=[O:3])[CH3:2].[F:5][C:6]1[CH:11]=[CH:10][CH:9]=[CH:8][CH:7]=1.B(F)(F)F>>[F:5][C:6]1[CH:11]=[CH:10][C:9]([C:1](=[O:3])[CH3:2])=[CH:8][CH:7]=1. Procedure details: Into a 250 ml stainless steel reactor equipped with a magnetic stirring system, 100 ml of anhydrous HF, 20.8 g (0.25 mole) of acetyl chloride and 20 g (0.21 mole) of fluorobenzene were introduced at about 0° C. The reactor was closed, after which gaseous boron trifluoride (BF3) was introduced until a constant pressure of 10 bars was achieved. The reaction was then allowed to proceed with stirring for 23 hours at ambient temperature. After reaction, the reactor was decompressed to atmospheric pre...